From a dataset of the Open Reaction Database (ORD), a public repository of structured organic reaction records. describe an organic reaction: reactants, conditions, products, and yield Reactants: CCOC(=O)C1(F)CCNCC1, Cc1ccc(S(=O)(=O)Cl)cc1, c1ccncc1. Product: CCOC(=O)C1(F)CCN(S(=O)(=O)c2ccc(C)cc2)CC1. As a reaction SMILES: [CH2:1]([CH3:2])[O:3][C:4](=[O:5])[C:6]1([F:12])[CH2:7][CH2:8][NH:9][CH2:10][CH2:11]1.[c:13]1([CH3:23])[cH:14][cH:15][c:16]([S:19](=[O:20])(=[O:21])[Cl:22])[cH:17][cH:18]1.[cH:24]1[cH:25][cH:26][n:27][cH:28][cH:29]1>>[CH2:1]([CH3:2])[O:3][C:4](=[O:5])[C:6]1([F:12])[CH2:7][CH2:8][N:9]([S:19]([c:16]2[cH:15][cH:14][c:13]([CH3:23])[cH:18][cH:17]2)(=[O:20])=[O:21])[CH2:10][CH2:11]1. Starting materials: C(C)(=O)OC[C@H]1OC(C[C@@H]1OC(C)=O)N1C(C(=NC=C1)C(=O)N)=O ({(2R,3S)-3-(acetyloxy)-5-[3-(aminocarbonyl)-2-oxo-1(2H)-pyrazinyl]tetrahydro-2-furanyl}methyl acetate), Cl (hydrochloric acid), C[O-].[Na+] (sodium methoxide). Run in CO (methanol), CO (methanol). Run at time 20 minute. Product: O[C@H]1CC(O[C@@H]1CO)N1C(C(=NC=C1)C(=O)N)=O (4-[(4S,5R)-4-hydroxy-5-(hydroxymethyl)tetrahydro-2-furanyl]-3-oxo-3,4-dihydro-2-pyrazinecarboxamide). The yield is 59.8%. RXN SMILES: C([O:4][CH2:5][C@@H:6]1[C@@H:10]([O:11]C(=O)C)[CH2:9][CH:8]([N:15]2[CH:20]=[CH:19][N:18]=[C:17]([C:21]([NH2:23])=[O:22])[C:16]2=[O:24])[O:7]1)(=O)C.C[O-].[Na+].Cl>CO>[OH:11][C@@H:10]1[C@@H:6]([CH2:5][OH:4])[O:7][CH:8]([N:15]2[CH:20]=[CH:19][N:18]=[C:17]([C:21]([NH2:23])=[O:22])[C:16]2=[O:24])[CH2:9]1 |f:1.2|. Procedure: In 2 ml of methanol was dissolved 0.20 g of {(2R,3S)-3-(acetyloxy)-5-[3-(aminocarbonyl)-2-oxo-1(2H)-pyrazinyl]tetrahydro-2-furanyl}methyl acetate. While cooling the solution with ice, 0.23 g of 28% methanol solution of sodium methoxide was added, and stirred for 20 minutes. Then, 1.2 ml of 1 mol/L hydrochloric acid was added to the reaction mixture, and the solvent was removed under reduced pressure. The residue thus obtained was purified by column chromatography [eluent: chloroform:methanol=10:... The product is O=Cc1ccc(O)c(OCc2ccccc2)c1. RXN SMILES: [Cl:13][CH2:14][c:15]1[cH:16][cH:17][cH:18][cH:19][cH:20]1.[H-:12].[Na+:11].[O:21]=[CH:22][N:23]([CH3:24])[CH3:25].[OH:1][c:2]1[cH:3][c:4]([CH:5]=[O:6])[cH:7][cH:8][c:9]1[OH:10]>>[O:1]([c:2]1[cH:3][c:4]([CH:5]=[O:6])[cH:7][cH:8][c:9]1[OH:10])[CH2:14][c:15]1[cH:16][cH:17][cH:18][cH:19][cH:20]1. Reactants: ClCc1ccccc1, [H-], [Na+], CN(C)C=O, O=Cc1ccc(O)c(O)c1.